Dataset: the Open Reaction Database (ORD), a public repository of structured organic reaction records. Task: describe an organic reaction: reactants, conditions, products, and yield Run in N1=CC=CC=C1 (pyridine). The reactants are C(C)(=O)OC1=CC=2C(C[C@H]3[C@@H]4CC[C@@H]([C@@]4(C)CC[C@@H]3C2C=C1OCC)OC(C)=O)=O (3,17β-Diacetoxy-2-ethoxyestra-1,3,5(10)-triene-6-one), Cl.NO (hydroxylamine hydrochloride), ice water. Procedure details: A solution of 3,17,β-diacetoxy-2-ethoxy-estra-1,3,5(10)-triene-6-one (5, 800 mg, 1.93 mmol) in pyridine (12 ml) was treated with hydroxylamine hydrochloride (1.07 g, 15.4 mmol). The resulting mixture was stirred and heated at 100° C. for 30 min. The mixture was cooled to room temperature and then poured into ice/water mixture (150 ml). The compound was extracted with ethyl acetate (3×100 ml). The combined organic layers were washed with sodium bicarbonate (100 ml), water (2×100 ml) and brine (2×... Product: C(C)(=O)O[C@@H]1[C@]2(C)[C@@H](CC1)[C@@H]1CC(C=3C=C(C(=CC3[C@H]1CC2)OCC)O)=NO (17β-Acetoxy-2-ethoxy-6-hydroximinoestra-1,3,5(10)-triene-3-ol). Yield: 102.0%. RXN SMILES: C([O:4][C:5]1[C:22]([O:23][CH2:24][CH3:25])=[CH:21][C:20]2[C@@H:19]3[C@H:10]([C@H:11]4[C@@:15]([CH2:17][CH2:18]3)([CH3:16])[C@@H:14]([O:26][C:27](=[O:29])[CH3:28])[CH2:13][CH2:12]4)[CH2:9][C:8](=O)[C:7]=2[CH:6]=1)(=O)C.Cl.[NH2:32][OH:33]>N1C=CC=CC=1>[C:27]([O:26][C@H:14]1[CH2:13][CH2:12][C@H:11]2[C@H:10]3[C@H:19]([CH2:18][CH2:17][C@:15]12[CH3:16])[C:20]1[CH:21]=[C:22]([O:23][CH2:24][CH3:25])[C:5]([OH:4])=[CH:6][C:7]=1[C:8](=[N:32][OH:33])[CH2:9]3)(=[O:29])[CH3:28] |f:1.2|. Reaction conditions: temperature 100 celsius. Starting materials: C(C)(=O)C=1C=CC(=C(C#N)C1)OCCC (5-acetyl-2-n-propoxybenzonitrile), Cl (hydrochloric acid), [OH-].[Na+] (NaOH), BrBr (bromine). Run in O1CCOCC1 (dioxane), O (water). Run at time 2 hour. The product is C(#N)C=1C=C(C(=O)O)C=CC1OCCC (3-Cyano-4-n-propoxybenzoic acid). Isolated yield 93.2%. As a reaction SMILES: [OH-:1].[Na+].BrBr.[C:5]([C:8]1[CH:9]=[CH:10][C:11]([O:16][CH2:17][CH2:18][CH3:19])=[C:12]([CH:15]=1)[C:13]#[N:14])(=[O:7])C.Cl>O.O1CCOCC1>[C:13]([C:12]1[CH:15]=[C:8]([CH:9]=[CH:10][C:11]=1[O:16][CH2:17][CH2:18][CH3:19])[C:5]([OH:7])=[O:1])#[N:14] |f:0.1|. Procedure details: NaOH (5.52 g, 0.138 mol) was dissolved in water (35 ml) under ice-bath, followed by slow addition of liquid bromine (3.5 ml, 0.068 mol) under cooling. After a solution of 5-acetyl-2-n-propoxybenzonitrile (7 g, 0.034 mol) in dioxane (35 ml) was slowly added dropwise thereto, the reaction continued for 2 h. The reaction mixture was adjusted slowly to a pH of about 2 with a diluted hydrochloric acid to generate a large amount of light yellow solid. After filtered, the resultant solid was washed wit... As a reaction SMILES: C[O:2][C:3]([C:5]1[CH:9]=[C:8]([C:10]([O:12][CH3:13])=[O:11])[N:7]([CH3:14])[N:6]=1)=[O:4].O1CCOCC1.S(=O)(=O)(O)O>O>[CH3:13][O:12][C:10]([C:8]1[N:7]([CH3:14])[N:6]=[C:5]([C:3]([OH:4])=[O:2])[CH:9]=1)=[O:11]. Procedure details: 1-Methyl-1H-pyrazole-3,5-dicarboxylic acid dimethyl ester (640, 3.7 g, 19.0 mmol) was combined with 1,4-dioxane (20 mL) and water (60 mL). Concentrated sulfuric acid (1.0 mL) in 2 mL of water was added to the solution. After the reaction was stirred at reflux overnight, it was cooled to room temperature and concentrated until precipitation began. The obtained mixture was left standing overnight. The resulting solid was filtered and dried under reduced pressure. The collected aqueous fractions we... Solvent: O (water), O (water). Conditions: time 8 hour. Yield: 66.6%. Reactants: COC(=O)C1=NN(C(=C1)C(=O)OC)C (1-methyl-1H-pyrazole-3,5-dicarboxylic acid dimethyl ester), O1CCOCC1 (1,4-dioxane), S(O)(O)(=O)=O (sulfuric acid). Product: COC(=O)C1=CC(=NN1C)C(=O)O (1-methyl-1H-pyrazole-3,5-dicarboxylic acid 5-methyl ester). Reactants: C(Cl)C1CO1 (Epichlorohydrin), S([O-])(O)=O.[Na+] (sodium bisulfite), C(Cl)C1CO1 (epichlorohydrin). Run at temperature 80 celsius. The product is [Na+].ClCC(CS(=O)(=O)[O-])O (3-chloro-2-hydroxypropylsulfonic acid sodium salt). Reaction SMILES: [CH2:1]([CH:3]1[O:5][CH2:4]1)[Cl:2].[S:6](=[O:9])([OH:8])[O-:7].[Na+:10]>>[Na+:10].[Cl:2][CH2:1][CH:3]([OH:5])[CH2:4][S:6]([O-:9])(=[O:8])=[O:7] |f:1.2,3.4|. Procedure: Epichlorohydrin (one mole, 93 g) is slowly added to an aqueous solution of one mole sodium bisulfite (104 g in about 120 ml water) while maintaining the temperature at about 80° C. The epichlorohydrin is added dropwise over about three hours, and after addition is complete, the mixture is stirred for an additional hour. After the mixture cools to about 20° C., the solids of 3-chloro-2-hydroxypropylsulfonic acid sodium salt formed from the reaction are filtered and analyzed by Nuclear Magnetic Re... Starting materials: C([O-])([O-])=O.[K+].[K+] (potassium carbonate), C(C=C)C1=C(C=C(C=C1)C(F)(F)F)S(=O)(=O)N (2-(2-propenyl)-5-trifluoromethylbenzenesulfonamide), II (iodine). Run in ClCCl (dichloromethane). Reaction conditions: time 2 hour. Yields the product FC(C1=CC2=C(CC3N(S2(=O)=O)C3)C=C1)(F)F (8,8a-dihydro-5-(trifluoromethyl)-1H-azirino[1,2-b][1,2]benzothiazine 3,3-dioxide). Reaction SMILES: [CH2:1]([C:4]1[CH:9]=[CH:8][C:7]([C:10]([F:13])([F:12])[F:11])=[CH:6][C:5]=1[S:14]([NH2:17])(=[O:16])=[O:15])[CH:2]=[CH2:3].C(=O)([O-])[O-].[K+].[K+].II>ClCCl>[F:11][C:10]([F:13])([F:12])[C:7]1[CH:8]=[CH:9][C:4]2[CH2:1][CH:2]3[CH2:3][N:17]3[S:14](=[O:16])(=[O:15])[C:5]=2[CH:6]=1 |f:1.2.3|. Procedure: To a solution of 2-(2-propenyl)-5-trifluoromethylbenzenesulfonamide (780 mg, 2.94 mmol) in nitrogen-degassed dichloromethane (30 mL) containing potassium carbonate (1.62 g, 11.8 mmol) was added iodine (1.49 g, 5.88 mmol). After stirring for 2 h, the reaction was quenched with 10% aqueous sodium thiosulfate (ca. 14 mL). The dichloromethane was removed in vacuo and the residue was diluted with methanol (10 mL) and 0.25 N potassium carbonate in 70% aqueous methanol. Additional methanol was added to... Reactants: CCCCCCCCCCCCCCCCCCNC(=O)OCC(O)CSCCC(=O)OC(C)(C)C, CCCCCCCCCCCCCCCC(=O)Cl, CN(C)c1ccccn1, ClCCl. Yields the product CCCCCCCCCCCCCCCCCCNC(=O)OCC(CSCCC(=O)OC(C)(C)C)OC(=O)CCCCCCCCCCCCCCC. RXN SMILES: [C:1]([CH3:2])([CH3:3])([CH3:4])[O:5][C:6]([CH2:7][CH2:8][S:9][CH2:10][CH:11]([CH2:12][O:13][C:14]([NH:15][CH2:16][CH2:17][CH2:18][CH2:19][CH2:20][CH2:21][CH2:22][CH2:23][CH2:24][CH2:25][CH2:26][CH2:27][CH2:28][CH2:29][CH2:30][CH2:31][CH2:32][CH3:33])=[O:34])[OH:35])=[O:36].[C:46]([CH2:47][CH2:48][CH2:49][CH2:50][CH2:51][CH2:52][CH2:53][CH2:54][CH2:55][CH2:56][CH2:57][CH2:58][CH2:59][CH2:60][CH3:61])(=[O:62])[Cl:63].[CH3:37][N:38]([c:39]1[cH:40][cH:41][cH:42][cH:43][n:44]1)[CH3:45].[Cl:64][CH2:65][Cl:66]>>[C:1]([CH3:2])([CH3:3])([CH3:4])[O:5][C:6]([CH2:7][CH2:8][S:9][CH2:10][CH:11]([CH2:12][O:13][C:14]([NH:15][CH2:16][CH2:17][CH2:18][CH2:19][CH2:20][CH2:21][CH2:22][CH2:23][CH2:24][CH2:25][CH2:26][CH2:27][CH2:28][CH2:29][CH2:30][CH2:31][CH2:32][CH3:33])=[O:34])[O:35][C:46]([CH2:47][CH2:48][CH2:49][CH2:50][CH2:51][CH2:52][CH2:53][CH2:54][CH2:55][CH2:56][CH2:57][CH2:58][CH2:59][CH2:60][CH3:61])=[O:62])=[O:36]. Reactants: [Al+3], CCOCC, CCOC(=O)C(F)(F)c1ccc(Cl)cc1, [H-], [H-], [H-], [H-], [Li+]. Yields the product OCC(F)(F)c1ccc(Cl)cc1. As a reaction SMILES: [Al+3:2].[CH3:22][CH2:23][O:24][CH2:25][CH3:26].[Cl:7][c:8]1[cH:9][cH:10][c:11]([C:14]([C:15](=[O:16])[O:17][CH2:18][CH3:19])([F:20])[F:21])[cH:12][cH:13]1.[H-:1].[H-:4].[H-:5].[H-:6].[Li+:3]>>[Cl:7][c:8]1[cH:9][cH:10][c:11]([C:14]([CH2:15][OH:16])([F:20])[F:21])[cH:12][cH:13]1. Reactants: NC1=CC2=C(NN=N2)C=C1 (5-aminobenzotriazole), CN(C1=CC=CC=C1)C (dimethylaniline), O (water), COC1=CC=C(C=C1)N=NC1=CC=C(C(C(=O)Cl)=C1)O (5-(4-Methoxyphenylazo)salicoyl chloride). Solvent: O1CCCC1 (tetrahydrofuran), O1CCCC1 (tetrahydrofuran). Yields the product N1N=NC2=C1C=CC(=C2)NC(C2=C(C=CC(=C2)N=NC2=CC=C(C=C2)OC)O)=O (N-(benzotriazol-5-yl)-2-hydroxy-5-(4-methoxyphenylazo)benzamide). RXN SMILES: [CH3:1][O:2][C:3]1[CH:8]=[CH:7][C:6]([N:9]=[N:10][C:11]2[CH:19]=[C:15]([C:16](Cl)=[O:17])[C:14]([OH:20])=[CH:13][CH:12]=2)=[CH:5][CH:4]=1.[NH2:21][C:22]1[CH:30]=[CH:29][C:25]2[NH:26][N:27]=[N:28][C:24]=2[CH:23]=1.CN(C)C1C=CC=CC=1.O>O1CCCC1>[NH:26]1[C:25]2[CH:29]=[CH:30][C:22]([NH:21][C:16](=[O:17])[C:15]3[CH:19]=[C:11]([N:10]=[N:9][C:6]4[CH:7]=[CH:8][C:3]([O:2][CH3:1])=[CH:4][CH:5]=4)[CH:12]=[CH:13][C:14]=3[OH:20])=[CH:23][C:24]=2[N:28]=[N:27]1. Procedure: 5-(4-Methoxyphenylazo)salicoyl chloride (1.46 g) in dry tetrahydrofuran (10 ml) was added dropwise with stirring to a solution of 5-aminobenzotriazole (0.67 g) in dry tetrahydrofuran (15 ml) and dimethylaniline (0.61 g). After 2-3 hours the mixture was poured into water and the solid removed by filtration. The product was crystallized in aqueous pyridine as yellow plates of the monohydrate (1.5 g, 81%), m.p. 275°-6°, λmax (methanol)=352 nm. The reactants are N1CC(C1)C=1C=CC2=C(N3N=C(C=C3CCO2)C=2N(N=CN2)C(C)C)C1 (9-azetidin-3-yl-2-(2-isopropyl-2H-[1,2,4]triazol-3-yl)-4,5-dihydro-6-oxa-1,10b-diaza-benzo[e]azulene), CO (MeOH), N1=CC=C(C=C1)C=O (pyridine 4-carboxaldehyde), crude product. The solvent is C1CCCCC1 (cyclohexane), C(C)(=O)OCC (ethyl acetate). Yields the product C(C)(C)N1N=CN=C1C1=NN2C3=C(OCCC2=C1)C=CC(=C3)C3CN(C3)CC3=CC=NC=C3 (2-(1-isopropyl-1H-1,2,4-triazol-5-yl)-9-(1-(pyridin-4-ylmethyl)azetidin-3-yl)-4,5-dihydrobenzo[b]pyrazolo[1,5-d][1,4]oxazepine). As a reaction SMILES: [NH:1]1[CH2:4][CH:3]([C:5]2[CH:6]=[CH:7][C:8]3[O:17][CH2:16][CH2:15][C:14]4[N:10]([N:11]=[C:12]([C:18]5[N:19]([CH:23]([CH3:25])[CH3:24])[N:20]=[CH:21][N:22]=5)[CH:13]=4)[C:9]=3[CH:26]=2)[CH2:2]1.[N:27]1[CH:32]=[CH:31][C:30]([CH:33]=O)=[CH:29][CH:28]=1.CO>C(OCC)(=O)C.C1CCCCC1>[CH:23]([N:19]1[C:18]([C:12]2[CH:13]=[C:14]3[N:10]([C:9]4[CH:26]=[C:5]([CH:3]5[CH2:2][N:1]([CH2:33][C:30]6[CH:31]=[CH:32][N:27]=[CH:28][CH:29]=6)[CH2:4]5)[CH:6]=[CH:7][C:8]=4[O:17][CH2:16][CH2:15]3)[N:11]=2)=[N:22][CH:21]=[N:20]1)([CH3:24])[CH3:25]. Procedure details: Following the procedure for 128, 9-azetidin-3-yl-2-(2-isopropyl-2H-[1,2,4]triazol-3-yl)-4,5-dihydro-6-oxa-1,10b-diaza-benzo[e]azulene was reacted with pyridine 4-carboxaldehyde, the crude product subjected flash chromatography (SiO2, gradient 0 to 20% MeOH in ethyl acetate) then trituration in cyclohexane to give 166 as a white solid. 1H NMR (400 MHz, CDCl3): δ 8.55 (d, J=5.20 Hz, 2H); 7.95 (s, 1H); 7.86 (d, J=2.20 Hz, 1H); 7.30-7.24 (m, 3H); 7.21-7.12 (m, 1H); 6.88-6.83 (m, 1H); 5.73-5.65 (m, 1...